describe an organic reaction: reactants, conditions, products, and yield From a dataset of the Open Reaction Database (ORD), a public repository of structured organic reaction records. The reactants are CC(C)(C)[Si](C)(C)Cl, C1CCCCC1, OCCCCCCCl, [SiH3]Cl, c1c[nH]cn1. Product: CC(C)(C)[Si](C)(C)OCCCCCCCl. RXN SMILES: [C:1]([CH3:2])([CH3:3])([CH3:4])[Si:5]([CH3:6])([CH3:7])[Cl:8].[CH2:24]1[CH2:25][CH2:26][CH2:27][CH2:28][CH2:29]1.[Cl:11][CH2:12][CH2:13][CH2:14][CH2:15][CH2:16][CH2:17][OH:18].[SiH3:9][Cl:10].[nH:19]1[cH:20][cH:21][n:22][cH:23]1>>[C:1]([CH3:2])([CH3:3])([CH3:4])[Si:5]([CH3:6])([CH3:7])[O:18][CH2:17][CH2:16][CH2:15][CH2:14][CH2:13][CH2:12][Cl:11]. Yields the product CC(C)(C)OC(=O)NCC(N)Cc1ccccc1. The reactants are CCO, CC(C)(C)OC(=O)NCC(Cc1ccccc1)NC(=O)OCc1ccccc1. Reaction SMILES: [CH3:29][CH2:30][OH:31].[c:1]1([CH2:2][O:3][C:4](=[O:5])[NH:10][CH:11]([CH2:12][c:13]2[cH:14][cH:15][cH:16][cH:17][cH:18]2)[CH2:19][NH:20][C:21](=[O:22])[O:23][C:24]([CH3:25])([CH3:26])[CH3:27])[cH:6][cH:7][cH:8][cH:9][cH:28]1>>[NH2:10][CH:11]([CH2:12][c:13]1[cH:14][cH:15][cH:16][cH:17][cH:18]1)[CH2:19][NH:20][C:21](=[O:22])[O:23][C:24]([CH3:25])([CH3:26])[CH3:27]. Reaction SMILES: NCc1ccc(Cl)cc1.O=C(O)C1Cc2ccccc2C1.C1CCC(CC1)N=C=NC2CCCCC2.CCOC(=O)C(=NO)C#N.CN(C)C=O>>O=C(NCc1ccc(Cl)cc1)C1Cc2ccccc2C1. The solvent is CN(C)C=O (DMF), CN(C)C=O (DMF), CN(C)C=O (DMF), CN(C)C=O (DMF), CN(C)C=O (DMF), CN(C)C=O (DMF). The yield is 44.3%. Conditions: temperature 25 celsius, time 2 hour. The product is O=C(NCc1ccc(Cl)cc1)C1Cc2ccccc2C1. The reagents and catalysts are C1CCC(CC1)N=C=NC2CCCCC2 (DCC), CCOC(=O)C(=NO)C#N (Oxyma). Reactants: O=C(O)C1Cc2ccccc2C1, NCc1ccc(Cl)cc1. The reactants are CN(C(=O)OC(C)(C)C)C(Cc1ccc2ccccc2c1)C(=O)O, CCN(C(C)C)C(C)C, CCN=C=NCCCN(C)C, CNC(Cc1ccccc1)C(=O)N1CCC(CN(C)C)CC1, CN(C)C=O, CCOC(C)=O, ClCCl, Cl, On1nnc2cccnc21. Product: CN(C)CC1CCN(C(=O)C(Cc2ccccc2)N(C)C(=O)C(Cc2ccc3ccccc3c2)N(C)C(=O)OC(C)(C)C)CC1. RXN SMILES: [C:13]([CH3:14])([CH3:15])([CH3:16])[O:17][C:18](=[O:19])[N:20]([CH3:21])[CH:22]([C:23](=[O:24])[OH:25])[CH2:26][c:27]1[cH:28][c:29]2[cH:30][cH:31][cH:32][cH:33][c:34]2[cH:35][cH:36]1.[CH2:69]([N:70]([CH:71]([CH3:72])[CH3:73])[CH:74]([CH3:75])[CH3:76])[CH3:77].[CH3:2][N:3]([CH3:4])[CH2:5][CH2:6][CH2:7][N:8]=[C:9]=[N:10][CH2:11][CH3:12].[CH3:47][N:48]([CH3:49])[CH2:50][CH:51]1[CH2:52][CH2:53][N:54]([C:57]([CH:58]([CH2:59][c:60]2[cH:61][cH:62][cH:63][cH:64][cH:65]2)[NH:66][CH3:67])=[O:68])[CH2:55][CH2:56]1.[CH3:81][N:82]([CH3:83])[CH:84]=[O:85].[CH3:86][CH2:87][O:88][C:89](=[O:90])[CH3:91].[Cl:78][CH2:79][Cl:80].[ClH:1].[OH:37][n:38]1[c:39]2[n:40][cH:41][cH:42][cH:43][c:44]2[n:45][n:46]1>>[C:13]([CH3:14])([CH3:15])([CH3:16])[O:17][C:18](=[O:19])[N:20]([CH3:21])[CH:22]([C:23](=[O:25])[N:66]([CH:58]([C:57]([N:54]1[CH2:53][CH2:52][CH:51]([CH2:50][N:48]([CH3:47])[CH3:49])[CH2:56][CH2:55]1)=[O:68])[CH2:59][c:60]1[cH:61][cH:62][cH:63][cH:64][cH:65]1)[CH3:67])[CH2:26][c:27]1[cH:28][c:29]2[cH:30][cH:31][cH:32][cH:33][c:34]2[cH:35][cH:36]1. The reactants are BrC1=CC=C(C=C1)C(C(C(=O)OCC)O)O (Ethyl 3-(4-bromophenyl)-2,3-dihydroxypropanoate), COC(C)(C)OC (dimethoxypropane), CC=1C=CC(=CC1)S(=O)(=O)O (pTsOH). The solvent is CC(=O)C (acetone). Yields the product BrC1=CC=C(C=C1)C1C(OC(O1)(C)C)C(=O)OCC (Ethyl 5-(4-bromophenyl)-2,2-dimethyl-1,3-dioxolane-4-carboxylate). As a reaction SMILES: [Br:1][C:2]1[CH:7]=[CH:6][C:5]([CH:8]([OH:16])[CH:9]([OH:15])[C:10]([O:12][CH2:13][CH3:14])=[O:11])=[CH:4][CH:3]=1.CO[C:19](OC)([CH3:21])[CH3:20].CC1C=CC(S(O)(=O)=O)=CC=1>CC(C)=O>[Br:1][C:2]1[CH:7]=[CH:6][C:5]([CH:8]2[O:16][C:19]([CH3:21])([CH3:20])[O:15][CH:9]2[C:10]([O:12][CH2:13][CH3:14])=[O:11])=[CH:4][CH:3]=1. Procedure: A solution of diol from step 1 (1 eq) in acetone (0.2M), dimethoxypropane (8 eq) and pTsOH (0.05 eq) was stirred at rt for 4 h. The solvent was evaporated, the residue dissolved in EtOAc and washed with aqueous NaHCO3 sol. The organic extract was washed with brine, dried over Na2SO4, filtered and concentrated. Flash chromatography (hexane:EtOAc, 95:5 to 85:15) afforded the title compound. The reactants are resultant mixture, C(#N)C1=NC=CC(=C1)C (2-cyano-4-methylpyridine), O1CCCC1 (tetrahydrofuran), [Cl-].[NH4+] (ammonium chloride), ClC=1SC=C(N1)C (2-chloro-4-methylthiazole), C(CCC)[Li] (n-butyllithium), O1CCCC1 (tetrahydrofuran). The solvent is CCCCCC (n-hexane). Conditions: temperature -70 celsius, time 20 minute. The product is ClC=1SC(=C(N1)C)C(=O)C1=NC=CC(=C1)C (2-chloro-4-methyl-5-(4-methylpyridin-2-ylcarbonyl)thiazole). RXN SMILES: [Cl:1][C:2]1[S:3][CH:4]=[C:5]([CH3:7])[N:6]=1.C([Li])CCC.[C:13]([C:15]1[CH:20]=[C:19]([CH3:21])[CH:18]=[CH:17][N:16]=1)#N.[Cl-].[NH4+].[O:24]1CCCC1>CCCCCC>[Cl:1][C:2]1[S:3][C:4]([C:13]([C:15]2[CH:20]=[C:19]([CH3:21])[CH:18]=[CH:17][N:16]=2)=[O:24])=[C:5]([CH3:7])[N:6]=1 |f:3.4|. Procedure: To a stirred solution of 2-chloro-4-methylthiazole (6.35 g) in tetrahydrofuran (50 ml) was added a solution of n-butyllithium in n-hexane (1.66M, 34.35 ml) dropwise at −70° C. under a nitrogen atmosphere, and the mixture was stirred for 20 minutes at −70° C. To the resultant mixture was added a solution of 2-cyano-4-methylpyridine (3.74 g) in tetrahydrofuran (30 ml) dropwise at −70° C., and the mixture was stirred for 15 minutes. The mixture was poured into a saturated aqueous ammonium chloride ...